This data is from the Open Reaction Database (ORD), a public repository of structured organic reaction records. The task is: describe an organic reaction: reactants, conditions, products, and yield Reactants: CCNc1nc(SC)ncc1CO, ClCCl. Yields the product CCNc1nc(SC)ncc1C=O. Reaction SMILES: [CH2:1]([CH3:2])[NH:3][c:4]1[n:5][c:6]([S:12][CH3:13])[n:7][cH:8][c:9]1[CH2:10][OH:11].[Cl:14][CH2:15][Cl:16]>>[CH2:1]([CH3:2])[NH:3][c:4]1[n:5][c:6]([S:12][CH3:13])[n:7][cH:8][c:9]1[CH:10]=[O:11]. Starting materials: BrC1=CC=CC=C1 (bromobenzene), {Pd[P(C2F5)2O]2H}2(μ-Cl)2, O (water), BrC1=CC=CC=C1 (bromobenzene), [O-]P(=O)([O-])[O-].[K+].[K+].[K+] (K3PO4), C1(=CC=CC=C1)B(O)O (phenylboronic acid). The solvent is C(C)(C)O (isopropanol). Reaction conditions: time 45 minute. The product is C1(=CC=CC=C1)C1=CC=CC=C1 (Biphenyl). Yield: 73.0%. As a reaction SMILES: Br[C:2]1[CH:7]=[CH:6][CH:5]=[CH:4][CH:3]=1.[O-]P([O-])([O-])=O.[K+].[K+].[K+].[C:16]1(B(O)O)[CH:21]=[CH:20][CH:19]=[CH:18][CH:17]=1.O>C(O)(C)C>[C:2]1([C:16]2[CH:21]=[CH:20][CH:19]=[CH:18][CH:17]=2)[CH:7]=[CH:6][CH:5]=[CH:4][CH:3]=1 |f:1.2.3.4|. Reported procedure: (28 mmol, 1 eq.) of bromobenzene and 9 g (42 mmol, 1.5 eq.) of K3PO4 are added to a solution of 5.13 g (42 mmol, 1.5 eq.) of phenylboronic acid in 60 ml of isopropanol. The mixture is stirred at room temperature for 45 minutes, and 0.02 g (14.03 μmol, 0.05 mol %) of [{Pd[P(C2F5)2O]2H}2(μ-Cl)2], prepared in accordance with Example 13, is subsequently added, and the reaction mixture is stirred at room temperature for 3 hours. After addition of 100 ml of water, the reaction mixture is extracted wit... The solvent is CC#N (CH3CN), CC#N (CH3CN). The reagents and catalysts are CN(C)C=1C=CN=CC1 (DMAP). Procedure details: The quinazoline 1 (0.2 g, 0.62 mmol) was dissolved in CH3CN (5 mL). After cooling to −10° C. (ice/NaCl), CCl4, DIEA and DMAP were added. After stirring for 10 min, a solution of dibenzyl phosphite in CH3CN (2 mL) was slowly added over 10 min. Stirring was continued at −10° C. for 2 h, then at RT for 24 h. Quenched by addition of 0.5 M K2HPO4, diluted with water (15 mL), extracted with DCM (30 mL), dried, concentrated, purified by flash chromatography (100% DCM) to obtain 2 (168 mg, 47% yield) as... Yields the product C=1C=CC2=C(C1)C(=O)NC=N2 (Quinazolinone). Yield: 185.4%. The reactants are C1=CC=C2C(=C1)C(=O)NC(=O)N2 (benzoyleneurea), P(OCC1=CC=CC=C1)(OCC1=CC=CC=C1)[O-] (dibenzyl phosphite), ice NaCl, C(Cl)(Cl)(Cl)Cl (CCl4), CCN(C(C)C)C(C)C (DIEA). RXN SMILES: [CH:1]1[CH:6]=[C:5]2[C:7]([NH:9][C:10]([NH:12][C:4]2=[CH:3][CH:2]=1)=O)=[O:8].C(Cl)(Cl)(Cl)Cl.CCN(C(C)C)C(C)C.P([O-])(OCC1C=CC=CC=1)OCC1C=CC=CC=1>CC#N.CN(C1C=CN=CC=1)C>[CH:1]1[CH:2]=[CH:3][C:4]2[N:12]=[CH:10][NH:9][C:7](=[O:8])[C:5]=2[CH:6]=1. Run at time 10 minute.